Dataset: the Open Reaction Database (ORD), a public repository of structured organic reaction records. Task: describe an organic reaction: reactants, conditions, products, and yield Starting materials: C(C1=CC=CC=C1)OC1=CC=C(C=C1)C(CC(=O)OCC)OC (ethyl 3-(4-benzyloxyphenyl)-3-methoxypropionate). The reagents and catalysts are [Pd] (palladium on activated carbon). The solvent is C(C)O (ethanol). Conditions: time 2 hour. Product: OC1=CC=C(C=C1)C(CC(=O)OCC)OC (Ethyl 3-(4-hydroxyphenyl)-3-methoxypropionate). Reaction SMILES: C([O:8][C:9]1[CH:14]=[CH:13][C:12]([CH:15]([O:22][CH3:23])[CH2:16][C:17]([O:19][CH2:20][CH3:21])=[O:18])=[CH:11][CH:10]=1)C1C=CC=CC=1>C(O)C.[Pd]>[OH:8][C:9]1[CH:10]=[CH:11][C:12]([CH:15]([O:22][CH3:23])[CH2:16][C:17]([O:19][CH2:20][CH3:21])=[O:18])=[CH:13][CH:14]=1. Procedure details: 9.3 g of ethyl 3-(4-benzyloxyphenyl)-3-methoxypropionate were dissolved in 200 ml of ethanol, and 1.1 g of palladium on activated carbon (10%) were added. The mixture was stirred under a hydrogen atmosphere at room temperature for two hours. The reaction mixture was filtered through a nylon membrane filter (0.45 μm) and washed with 200 ml of ethanol, and the filtrate was concentrated under reduced pressure. This gave 6.7 g of ethyl 3-(4-hydroxyphenyl)-3-methoxypropionate. As a reaction SMILES: C[O:2][C:3]1[C:8]2=[CH:9][CH:10]=[CH:11][C:12](=[O:14])[N:13]=[C:7]2[CH:6]=[CH:5][CH:4]=1.B(Br)(Br)Br>C(Cl)Cl>[OH:2][C:3]1[C:8]2=[CH:9][CH:10]=[CH:11][C:12](=[O:14])[N:13]=[C:7]2[CH:6]=[CH:5][CH:4]=1. Run at time 20 minute. Isolated yield 77.8%. Yields the product OC1=CC=CC=2C1=CC=CC(N2)=O (6-hydroxybenzazepin-2-one). Reactants: COC1=CC=CC=2C1=CC=CC(N2)=O (6-methoxybenzazepin-2-one), B(Br)(Br)Br (boron tribromide), ice water. The solvent is C(Cl)Cl (methylene chloride). Procedure details: In 100 ml of methylene chloride was dissolved 25 g of the resulting 6-methoxybenzazepin-2-one, and 66 g of boron tribromide was added thereto dropwise at room temperature over 20 minutes. After stirring at room temperature for 1 hour, the reaction mixture was poured into ice-water, and the precipitated crystals were collected by filtration, washed with water, and dried to provide 18 g of 6-hydroxybenzazepin-2-one. Product: O=C1CCc2ccc(Br)cc21. RXN SMILES: [Br:6][c:7]1[cH:8][cH:9][c:10]([CH2:13][CH2:14][C:15](=[O:16])[OH:17])[cH:11][cH:12]1.[OH2:18].[S:1]([Cl:2])(=[O:3])(=[O:4])[OH:5]>>[Br:6][c:7]1[cH:8][c:9]2[c:10]([cH:11][cH:12]1)[CH2:13][CH2:14][C:15]2=[O:17]. Reactants: O=C(O)CCc1ccc(Br)cc1, O, O=S(=O)(O)Cl.